This data is from the Open Reaction Database (ORD), a public repository of structured organic reaction records. The task is: describe an organic reaction: reactants, conditions, products, and yield The reactants are CC(C)(C)O, Cc1nc(C#Cc2ccnc(Cl)c2)cn1-c1ccnc(Cl)c1, [K+], [OH-]. The product is Cc1nc(C#Cc2ccnc(Cl)c2)cn1-c1cc[nH]c(=O)c1. As a reaction SMILES: [CH3:25][C:26]([OH:27])([CH3:28])[CH3:29].[Cl:1][c:2]1[n:3][cH:4][cH:5][c:6](-[n:8]2[c:9]([CH3:22])[n:10][c:11]([C:13]#[C:14][c:15]3[cH:16][c:17]([Cl:21])[n:18][cH:19][cH:20]3)[cH:12]2)[cH:7]1.[K+:24].[OH-:23]>>[c:2]1(=[O:23])[nH:3][cH:4][cH:5][c:6](-[n:8]2[c:9]([CH3:22])[n:10][c:11]([C:13]#[C:14][c:15]3[cH:16][c:17]([Cl:21])[n:18][cH:19][cH:20]3)[cH:12]2)[cH:7]1.